From a dataset of the Open Reaction Database (ORD), a public repository of structured organic reaction records. describe an organic reaction: reactants, conditions, products, and yield Reactants: C[Si](C)(C)c1ccc(CNCCc2ccc(Cl)cc2)cc1, O=C(O)c1c(F)c(Cl)cc2cc[nH]c12. The product is C[Si](C)(C)c1ccc(CN(CCc2ccc(Cl)cc2)C(=O)c2c(F)c(Cl)cc3cc[nH]c23)cc1. RXN SMILES: [Cl:15][c:16]1[cH:17][cH:18][c:19]([CH2:22][CH2:23][NH:24][CH2:25][c:26]2[cH:27][cH:28][c:29]([Si:32]([CH3:33])([CH3:34])[CH3:35])[cH:30][cH:31]2)[cH:20][cH:21]1.[Cl:1][c:2]1[cH:3][c:4]2[cH:5][cH:6][nH:7][c:8]2[c:9]([C:12](=[O:13])[OH:14])[c:10]1[F:11]>>[Cl:1][c:2]1[cH:3][c:4]2[cH:5][cH:6][nH:7][c:8]2[c:9]([C:12](=[O:14])[N:24]([CH2:23][CH2:22][c:19]2[cH:18][cH:17][c:16]([Cl:15])[cH:21][cH:20]2)[CH2:25][c:26]2[cH:27][cH:28][c:29]([Si:32]([CH3:33])([CH3:34])[CH3:35])[cH:30][cH:31]2)[c:10]1[F:11].